The task is: describe an organic reaction: reactants, conditions, products, and yield. This data is from the Open Reaction Database (ORD), a public repository of structured organic reaction records. The reactants are CC(C)(C)OC(=O)N1CCC(c2cccc3c2oc2ccccc23)C(OCc2ccc(-c3ccccc3)cc2)C1, Cl. Product: Cl, c1ccc(-c2ccc(COC3CNCCC3c3cccc4c3oc3ccccc34)cc2)cc1. RXN SMILES: [C:1]([O:2][C:3](=[O:4])[N:8]1[CH2:9][CH:10]([O:27][CH2:28][c:29]2[cH:30][cH:31][c:32](-[c:35]3[cH:36][cH:37][cH:38][cH:39][cH:40]3)[cH:33][cH:34]2)[CH:11]([c:14]2[cH:15][cH:16][cH:17][c:18]3[c:19]2[o:20][c:21]2[c:22]3[cH:23][cH:24][cH:25][cH:26]2)[CH2:12][CH2:13]1)([CH3:5])([CH3:6])[CH3:7].[ClH:41]>>[ClH:41].[NH:8]1[CH2:9][CH:10]([O:27][CH2:28][c:29]2[cH:30][cH:31][c:32](-[c:35]3[cH:36][cH:37][cH:38][cH:39][cH:40]3)[cH:33][cH:34]2)[CH:11]([c:14]2[cH:15][cH:16][cH:17][c:18]3[c:19]2[o:20][c:21]2[c:22]3[cH:23][cH:24][cH:25][cH:26]2)[CH2:12][CH2:13]1. Starting materials: CC(C)(S(=O)NC1(CCC(CC1)NC(OC(C)(C)C)=O)C)C (tert-butyl 4-(1,1-dimethylethylsulfinamido)-4-methylcyclohexylcarbamate), Cl (HCl). The solvent is CO (MeOH), O1CCOCC1 (dioxane). Reaction conditions: time 8 hour. Yields the product Cl.NC1(CCC(CC1)NC(OC(C)(C)C)=O)C (tert-butyl 4-amino-4-methylcyclohexylcarbamate hydrochloride). The yield is 63.0%. Reaction SMILES: CC(C)(S([NH:6][C:7]1([CH3:21])[CH2:12][CH2:11][CH:10]([NH:13][C:14](=[O:20])[O:15][C:16]([CH3:19])([CH3:18])[CH3:17])[CH2:9][CH2:8]1)=O)C.[ClH:23]>CO.O1CCOCC1>[ClH:23].[NH2:6][C:7]1([CH3:21])[CH2:12][CH2:11][CH:10]([NH:13][C:14](=[O:20])[O:15][C:16]([CH3:18])([CH3:17])[CH3:19])[CH2:9][CH2:8]1 |f:4.5|. Procedure: To a stirred solution of tert-butyl 4-(1,1-dimethylethylsulfinamido)-4-methylcyclohexylcarbamate (0.2 g, 0.6 mmol) in 100 mL of MeOH was added a saturated solution of HCl (g) in dioxane (0.72 mL). The solution was stirred at room temperature overnight. The solvent was removed under reduced pressure, the residue was triturated with EtOAc (15 mL), then decanted and dried to give tert-butyl 4-amino-4-methylcyclohexylcarbamate hydrochloride (0.1 g, 63%) as a white solid. MS: (M+H)+=229.2. 1H NMR (30... Starting materials: N#Cc1cccc(C(N)=O)c1, N#Cc1cccc(C(=O)O)c1, [H][H], N#Cc1cccc(C#N)c1, N, [Na+], [OH-], [Pd]. Yields the product N#Cc1cccc(CN)c1. As a reaction SMILES: [C:13]([c:14]1[cH:15][c:16]([C:20]([NH2:21])=[O:22])[cH:17][cH:18][cH:19]1)#[N:23].[C:24]([c:25]1[cH:26][c:27]([C:31]([OH:32])=[O:33])[cH:28][cH:29][cH:30]1)#[N:34].[H:1][H:2].[N:3]#[C:4][c:5]1[cH:6][cH:7][cH:8][c:9]([C:11]#[N:12])[cH:10]1.[NH3:35].[Na+:37].[OH-:36].[Pd:38]>>[N:3]#[C:4][c:5]1[cH:6][cH:7][cH:8][c:9]([CH2:11][NH2:12])[cH:10]1. Starting materials: C(C)(=O)O (acetic acid), N1=CC=C(C=C1)C=1N=C(SC1)S (4-(4-Pyridyl)-1,3-thiazole-2-thiol), C1(=CC=CC=C1)CC(=O)N[C@H]1[C@@H]2N(C(=C(CS2)OS(=O)(=O)C)C(=O)OC(C2=CC=CC=C2)C2=CC=CC=C2)C1=O (benzhydryl 7β-[(phenylacetyl)amino]-3-[(methylsulfonyl)oxy]-3-cephem-4-carboxylate), C[O-].[Na+].CO (sodium methylate methanol). Run in O (water), CO (methanol), O1CCCC1 (tetrahydrofuran), O1CCCC1 (tetrahydrofuran). Reaction conditions: time 1 hour. Product: C1(=CC=CC=C1)CC(=O)N[C@H]1[C@@H]2N(C(=C(CS2)SC=2SC=C(N2)C2=CC=NC=C2)C(=O)OC(C2=CC=CC=C2)C2=CC=CC=C2)C1=O (benzhydryl 7β-[(phenylacetyl)amino]-3-[4-pyridyl-2-thiazolylthio]-3-cephem-4-carboxylate). Yield: 75.9%. RXN SMILES: [N:1]1[CH:6]=[CH:5][C:4]([C:7]2[N:8]=[C:9]([SH:12])[S:10][CH:11]=2)=[CH:3][CH:2]=1.C[O-].[Na+].CO.[C:18]1([CH2:24][C:25]([NH:27][C@@H:28]2[C:56](=[O:57])[N:30]3[C:31]([C:40]([O:42][CH:43]([C:50]4[CH:55]=[CH:54][CH:53]=[CH:52][CH:51]=4)[C:44]4[CH:49]=[CH:48][CH:47]=[CH:46][CH:45]=4)=[O:41])=[C:32](OS(C)(=O)=O)[CH2:33][S:34][C@H:29]23)=[O:26])[CH:23]=[CH:22][CH:21]=[CH:20][CH:19]=1.C(O)(=O)C>O1CCCC1.O.CO>[C:18]1([CH2:24][C:25]([NH:27][C@@H:28]2[C:56](=[O:57])[N:30]3[C:31]([C:40]([O:42][CH:43]([C:44]4[CH:45]=[CH:46][CH:47]=[CH:48][CH:49]=4)[C:50]4[CH:51]=[CH:52][CH:53]=[CH:54][CH:55]=4)=[O:41])=[C:32]([S:12][C:9]4[S:10][CH:11]=[C:7]([C:4]5[CH:3]=[CH:2][N:1]=[CH:6][CH:5]=5)[N:8]=4)[CH2:33][S:34][C@H:29]23)=[O:26])[CH:23]=[CH:22][CH:21]=[CH:20][CH:19]=1 |f:1.2.3|. Procedure details: 4-(4-Pyridyl)-1,3-thiazole-2-thiol (225 g, 1.16 mol) was suspended in tetrahydrofuran (1.5 L) and 28% sodium methylate-methanol solution (235 g, 1.22 mol) was added dropwise at 25° C. over 10 min. The mixture was stirred for 1 hr. The reaction mixture was ice-cooled and benzhydryl 7β-[(phenylacetyl)amino]-3-[(methylsulfonyl)oxy]-3-cephem-4-carboxylate (479 g, 0.83 mol) dissolved in tetrahydrofuran (3.5 L) was added dropwise over 30 min. The mixture was stirred at 0° C. for 1 hr and a mixture of ... Starting materials: C(C)NC(=O)NC1=CC=C(C=C1)C=1N=C(C2=C(N1)CNCC2)N2[C@H](COCC2)CC ((S)-1-ethyl-3-(4-(4-(3-ethylmorpholino)-5,6,7,8-tetrahydropyrido[3,4-d]pyrimidin-2-yl)phenyl)urea), CN(C=O)C (N,N-Dimethylformamide), O1CCC(CC1)=O (Tetrahydro-4H-pyran-4-one), C(C)(=O)O[BH-](OC(C)=O)OC(C)=O.[Na+] (Sodium triacetoxyborohydride). Reaction conditions: temperature 50 celsius, time 10 minute. Product: C(C)NC(=O)NC1=CC=C(C=C1)C=1N=C(C2=C(N1)CN(CC2)C2CCOCC2)N2[C@H](COCC2)CC ((S)-1-ethyl-3-(4-(4-(3-ethylmorpholino)-7-(tetrahydro-2H-pyran-4-yl)-5,6,7,8-tetrahydropyrido[3,4-d]pyrimidin-2-yl)phenyl)urea). RXN SMILES: [CH2:1]([NH:3][C:4]([NH:6][C:7]1[CH:12]=[CH:11][C:10]([C:13]2[N:14]=[C:15]([N:23]3[CH2:28][CH2:27][O:26][CH2:25][C@@H:24]3[CH2:29][CH3:30])[C:16]3[CH2:22][CH2:21][NH:20][CH2:19][C:17]=3[N:18]=2)=[CH:9][CH:8]=1)=[O:5])[CH3:2].CN(C)C=O.[O:36]1[CH2:41][CH2:40][C:39](=O)[CH2:38][CH2:37]1.C(O[BH-](OC(=O)C)OC(=O)C)(=O)C.[Na+]>>[CH2:1]([NH:3][C:4]([NH:6][C:7]1[CH:8]=[CH:9][C:10]([C:13]2[N:14]=[C:15]([N:23]3[CH2:28][CH2:27][O:26][CH2:25][C@@H:24]3[CH2:29][CH3:30])[C:16]3[CH2:22][CH2:21][N:20]([CH:39]4[CH2:40][CH2:41][O:36][CH2:37][CH2:38]4)[CH2:19][C:17]=3[N:18]=2)=[CH:11][CH:12]=1)=[O:5])[CH3:2] |f:3.4|. Procedure details: (S)-1-ethyl-3-(4-(4-(3-ethylmorpholino)-5,6,7,8-tetrahydropyrido[3,4-d]pyrimidin-2-yl)phenyl)urea (0.0714 g, 0.174 mmol) in dry N,N-Dimethylformamide (0.850 mL, 11.0 mmol) at 0° C. was added Tetrahydro-4H-pyran-4-one (0.0160 mL, 0.174 mmol). The reaction mixture was stirred at 50° C. for 10 minutes then cooled at 0° C. and added Sodium triacetoxyborohydride (0.0788 g, 0.372 mmol). The reaction mixture was allowed to warm slowly to room temperature and stirred overnight. The reaction mixture was ...